Dataset: the Open Reaction Database (ORD), a public repository of structured organic reaction records. Task: describe an organic reaction: reactants, conditions, products, and yield The reactants are FC1=CC=C(CN2C(C(=C(C(C2)CC=C(C)C)O)C2=NS(C3=C(N2)C=CC(=C3)NS(=O)(=O)C)(=O)=O)=O)C=C1 (N-{3-[1-(4-fluoro-benzyl)-4-hydroxy-5-(3-methyl-but-2-enyl)-2-oxo-1,2,5,6-tetrahydro-pyridin-3-yl]-1,1-dioxo-1,4-dihydro-1λ6-benzo[1,2,4]thiadiazin-7-yl}-methanesulfonamide). The reagents and catalysts are [Pd] (Pd/C). The solvent is C(C)(=O)OCC (ethyl acetate). Reaction conditions: time 12 hour. Product: FC1=CC=C(CN2C(C(=C(C(C2)CCC(C)C)O)C2=NS(C3=C(N2)C=CC(=C3)NS(=O)(=O)C)(=O)=O)=O)C=C1 (N-{3-[1-(4-fluoro-benzyl)-4-hydroxy-5-(3-methyl-butyl)-2-oxo-1,2,5,6-tetrahydro-pyridin-3-yl]-1,1-dioxo-1,4-dihydro-1λ6-benzo[1,2,4]thiadiazin-7-yl}-methanesulfonamide). Yield: 89.4%. Reaction SMILES: [F:1][C:2]1[CH:38]=[CH:37][C:5]([CH2:6][N:7]2[CH2:12][CH:11]([CH2:13][CH:14]=[C:15]([CH3:17])[CH3:16])[C:10]([OH:18])=[C:9]([C:19]3[NH:24][C:23]4[CH:25]=[CH:26][C:27]([NH:29][S:30]([CH3:33])(=[O:32])=[O:31])=[CH:28][C:22]=4[S:21](=[O:35])(=[O:34])[N:20]=3)[C:8]2=[O:36])=[CH:4][CH:3]=1>C(OCC)(=O)C.[Pd]>[F:1][C:2]1[CH:38]=[CH:37][C:5]([CH2:6][N:7]2[CH2:12][CH:11]([CH2:13][CH2:14][CH:15]([CH3:17])[CH3:16])[C:10]([OH:18])=[C:9]([C:19]3[NH:24][C:23]4[CH:25]=[CH:26][C:27]([NH:29][S:30]([CH3:33])(=[O:31])=[O:32])=[CH:28][C:22]=4[S:21](=[O:34])(=[O:35])[N:20]=3)[C:8]2=[O:36])=[CH:4][CH:3]=1. Procedure: A solution of N-{3-[1-(4-fluoro-benzyl)-4-hydroxy-5-(3-methyl-but-2-enyl)-2-oxo-1,2,5,6-tetrahydro-pyridin-3-yl]-1,1-dioxo-1,4-dihydro-1λ6-benzo[1,2,4]thiadiazin-7-yl}-methanesulfonamide (60 mg, 0.107 mmol) in ethyl acetate (2 mL) was treated with 5 wt % Pd/C (10 mg). The reaction was stirred under a hydrogen environment (1 atm) for 12 h and filtered through Celite. The filtrate was concentrated in vacuo to give N-{3-[1-(4-fluoro-benzyl)-4-hydroxy-5-(3-methyl-butyl)-2-oxo-1,2,5,6-tetrahydro-pyri... The reactants are methyl ester, COC1=C(C=CC=C1)CC(=O)NC=1C(C(=O)O)=CC=CC1 (N-(2-methoxyphenylacetyl)anthranilic acid), C(O)CN (monoethanolamine). The solvent is C=1(C(=CC=CC1)C)C (xylene). Reaction conditions: temperature 180 celsius. Yields the product COC1=C(C=CC=C1)CC1=NC2=CC=CC=C2C(N1CCO)=O (2-(2-methoxyphenylmethyl)-3-(2-hydroxyethyl)- 4(3H)-quinazolinone). The yield is 22.0%. RXN SMILES: [CH3:1][O:2][C:3]1[CH:8]=[CH:7][CH:6]=[CH:5][C:4]=1[CH2:9][C:10]([NH:12][C:13]1[C:14](=[CH:18][CH:19]=[CH:20][CH:21]=1)[C:15]([OH:17])=O)=O.[CH2:22]([CH2:24][NH2:25])[OH:23]>C1(C)C(C)=CC=CC=1>[CH3:1][O:2][C:3]1[CH:8]=[CH:7][CH:6]=[CH:5][C:4]=1[CH2:9][C:10]1[N:25]([CH2:24][CH2:22][OH:23])[C:15](=[O:17])[C:14]2[C:13](=[CH:21][CH:20]=[CH:19][CH:18]=2)[N:12]=1. Procedure details: A suspension of 3.0 g (10 mmol) of methyl ester of N-(2-methoxyphenylacetyl)anthranilic acid and 1.2g (20 mmol) of monoethanolamine in xylene was heated at 180° C. for 16 hours in a sealed tube. After cooling, the precipitated crystals were collected by filtration to obtain 0.7 g (22%) of 2-(2-methoxyphenylmethyl)-3-(2-hydroxyethyl)- 4(3H)-quinazolinone (m.p.: 154°-155° C.). Subsequently, to 0.7 g (2.2 mmol) of this 3-(2-hydroxyethyl) derivative was added thionyl chloride (5 ml) and the resultin... Starting materials: Cc1c(CCNC(C)c2ncn(C(c3ccccc3)(c3ccccc3)c3ccccc3)c2C)n(S(=O)(=O)c2ccccc2)c2ccccc12, CS(C)=O, [K+], [OH-], O. Yields the product Cc1c(CCNC(C)c2ncn(C(c3ccccc3)(c3ccccc3)c3ccccc3)c2C)[nH]c2ccccc12. As a reaction SMILES: [CH3:1][c:2]1[c:3]([CH2:20][CH2:21][NH:22][CH:23]([CH3:24])[c:25]2[n:26][cH:27][n:28]([C:31]([c:32]3[cH:33][cH:34][cH:35][cH:36][cH:37]3)([c:38]3[cH:39][cH:40][cH:41][cH:42][cH:43]3)[c:44]3[cH:45][cH:46][cH:47][cH:48][cH:49]3)[c:29]2[CH3:30])[n:4]([S:11]([c:12]2[cH:13][cH:14][cH:15][cH:16][cH:17]2)(=[O:18])=[O:19])[c:5]2[cH:6][cH:7][cH:8][cH:9][c:10]12.[CH3:52][S:53](=[O:54])[CH3:55].[K+:51].[OH-:50].[OH2:56]>>[CH3:1][c:2]1[c:3]([CH2:20][CH2:21][NH:22][CH:23]([CH3:24])[c:25]2[n:26][cH:27][n:28]([C:31]([c:32]3[cH:33][cH:34][cH:35][cH:36][cH:37]3)([c:38]3[cH:39][cH:40][cH:41][cH:42][cH:43]3)[c:44]3[cH:45][cH:46][cH:47][cH:48][cH:49]3)[c:29]2[CH3:30])[nH:4][c:5]2[cH:6][cH:7][cH:8][cH:9][c:10]12. The reactants are C(#N)C=1C=CC2=C(C(CC(O2)(C)C)C=2C=[N+](C=CC2)[O-])C1 (3-(6-cyano-3,4-dihydro-2,2-dimethyl-2H-1-benzopyran-4-yl)pyridine N-oxide), CC1(OC2=C(C(C1)C1=NC=CC=C1)C=C(C=C2)C(=O)O)C (3,4-dihydro-2,2-dimethyl-4-(2-pyridyl)-2H-1-benzopyran-6-carboxylic acid), CC(C#C)(OC1=CC=C(C#N)C=C1)C (4-(1,1-dimethyl-2-propynyloxy)benzonitrile). Reagents/catalysts: [Pd](Cl)Cl (palladium(II) chloride), [Cu]I (copper(I) iodide), C1(=CC=CC=C1)P(C1=CC=CC=C1)C1=CC=CC=C1 (triphenylphosphine). Run in C(C)NCC (diethylamine). Run at time 3 day. Product: CC(C#CC=1C=NC=CC1)(OC1=CC=C(C#N)C=C1)C (4-[1,1-dimethyl-3-(3-pyridyl)-2-propynyloxy]benzonitrile). Reaction SMILES: [C:1]([C:3]1[CH:4]=[CH:5][C:6]2[O:11][C:10]([CH3:13])([CH3:12])[CH2:9][CH:8]([C:14]3[CH:15]=[N+:16]([O-])[CH:17]=[CH:18][CH:19]=3)[C:7]=2[CH:21]=1)#[N:2].CC1(C)CC(C2C=CC=CN=2)C2C=C(C(O)=O)C=CC=2O1.CC(C)(OC1C=CC(C#N)=CC=1)C#C>C(NCC)C.[Pd](Cl)Cl.[Cu]I.C1(P(C2C=CC=CC=2)C2C=CC=CC=2)C=CC=CC=1>[CH3:12][C:10]([CH3:13])([O:11][C:6]1[CH:5]=[CH:4][C:3]([C:1]#[N:2])=[CH:21][CH:7]=1)[C:9]#[C:8][C:14]1[CH:15]=[N:16][CH:17]=[CH:18][CH:19]=1. Reported procedure: The 3-(6-cyano-3,4-dihydro-2,2-dimethyl-2H-1-benzopyran-4-yl)pyridine N-oxide used as the starting material was prepared as follows: (A) 10.25 g of 3-iodopyridine were added at room temperature to a solution of 44 mg of palladium(II) chloride, 131 mg of triphenylphosphine and 95 mg of copper(I) iodide in 200 mg of diethylamine. 9.25 g of 4-(1,1-dimethyl-2-propynyloxy)benzonitrile were then added and the mixture was stirred for 3 days. The mixture was evaporated and the residue was partitioned be...